This data is from the Open Reaction Database (ORD), a public repository of structured organic reaction records. The task is: describe an organic reaction: reactants, conditions, products, and yield The reactants are nitro, C(C)N1C=NC=C1C1=CC2=NC=CC(=C2S1)OC1=C(C=C(C=C1)[N+](=O)[O-])F (2-(1-Ethyl-1H-imidazol-5-yl)-7-(2-fluoro-4-nitrophenoxy)thieno[3,2-b]pyridine), [BH4-].[Na+] (NaBH4). Reagents/catalysts: Cl[Ni]Cl (NiCl2). The solvent is CO.C1CCOC1 (MeOH THF). Run at time 1 hour. Product: C(C)N1C=NC=C1C1=CC2=NC=CC(=C2S1)OC1=C(C=C(N)C=C1)F (4-(2-(1-Ethyl-1H-imidazol-5-yl)thieno[3,2-b]pyridin-7-yloxy)-3-fluoroaniline). The yield is 71.2%. As a reaction SMILES: [CH2:1]([N:3]1[C:7]([C:8]2[S:16][C:15]3[C:10](=[N:11][CH:12]=[CH:13][C:14]=3[O:17][C:18]3[CH:23]=[CH:22][C:21]([N+:24]([O-])=O)=[CH:20][C:19]=3[F:27])[CH:9]=2)=[CH:6][N:5]=[CH:4]1)[CH3:2].[BH4-].[Na+]>CO.C1COCC1.Cl[Ni]Cl>[CH2:1]([N:3]1[C:7]([C:8]2[S:16][C:15]3[C:10](=[N:11][CH:12]=[CH:13][C:14]=3[O:17][C:18]3[CH:23]=[CH:22][C:21]([NH2:24])=[CH:20][C:19]=3[F:27])[CH:9]=2)=[CH:6][N:5]=[CH:4]1)[CH3:2] |f:1.2,3.4|. Procedure: To a solution of the nitro compound 119 (3.05 g, 7.93 mmol) in MeOH/THF (50 ml/50 mL) was added NiCl2×6H2O (3.77 g, 15.86 mmol) and NaBH4 (1.18 g, 31.73 mmol). The reaction mixture was allowed to stir for 1 hr, concentrated to dryness and the resultant solid was dissolved in 2 M HCl. The acidic solution was then made basic with aqueous ammonium hydroxide solution and extracted with EtOAc. The organic extract was dried over anhydrous sodium sulfate, filtered and evaporated. The residue was purifi... Reactants: NC1=CC=C(C=C1)NC1=C2N=CN(C2=NC(=N1)N[C@@H]1CC[C@H](CC1)O)CC (trans 4-[6-(4-amino-phenylamino)-9-ethyl-9H-purin-2-yl-amino]-cyclohexanol), ClC(=O)OC (methyl chloroformate), ClC(=O)OC (methyl chloroformate). Solvent: ClCCl (dichloromethane). The product is COC(NC1=CC=C(C=C1)NC1=C2N=CN(C2=NC(=N1)N[C@@H]1CC[C@H](CC1)O)CC)=O ({4-[9-ethyl-2-(trans-4-hydroxy-cyclo-hexylamino)-9H-purin-6-yl-amino]-phenyl}-carbamic acid methyl ester). RXN SMILES: [NH2:1][C:2]1[CH:7]=[CH:6][C:5]([NH:8][C:9]2[N:17]=[C:16]([NH:18][C@H:19]3[CH2:24][CH2:23][C@H:22]([OH:25])[CH2:21][CH2:20]3)[N:15]=[C:14]3[C:10]=2[N:11]=[CH:12][N:13]3[CH2:26][CH3:27])=[CH:4][CH:3]=1.Cl[C:29]([O:31][CH3:32])=[O:30]>ClCCl>[CH3:32][O:31][C:29](=[O:30])[NH:1][C:2]1[CH:7]=[CH:6][C:5]([NH:8][C:9]2[N:17]=[C:16]([NH:18][C@H:19]3[CH2:20][CH2:21][C@H:22]([OH:25])[CH2:23][CH2:24]3)[N:15]=[C:14]3[C:10]=2[N:11]=[CH:12][N:13]3[CH2:26][CH3:27])=[CH:4][CH:3]=1. Procedure: trans 4-[6-(4-amino-phenylamino)-9-ethyl-9H-purin-2-yl-amino]-cyclohexanol (example 77, stage 1.2, 100 mg, 0.272 mmol) is suspended in 1 ml dichloromethane and treated with 21 μl (0.272 mmol) methyl chloroformate. The reaction mixture is stirred at RT for 20 h after which another equivalent of methyl chloroformate (21 μl, 0.272 mmol) is added. After additional 23 h at RT the reaction mixture is evaporated and the product purified by chromatography on silica gel (CH2Cl2/MeOH 95:5). {4-[9-ethyl-2-... The reactants are O=C([O-])O, CCOC(=O)CN(C(=O)C1CCSCC1)c1ccc(OC)cc1, ClC(Cl)Cl, [Na+], O=C(OO)c1cccc(Cl)c1. The product is CCOC(=O)CN(C(=O)C1CCS(=O)CC1)c1ccc(OC)cc1. Reaction SMILES: [C:35](=[O:36])([OH:37])[O-:38].[CH3:1][O:2][c:3]1[cH:4][cH:5][c:6]([N:9]([C:10](=[O:11])[CH:12]2[CH2:13][CH2:14][S:15][CH2:16][CH2:17]2)[CH2:18][C:19](=[O:20])[O:21][CH2:22][CH3:23])[cH:7][cH:8]1.[CH:40]([Cl:41])([Cl:42])[Cl:43].[Na+:39].[OH:24][O:25][C:26]([c:27]1[cH:28][c:29]([Cl:30])[cH:31][cH:32][cH:33]1)=[O:34]>>[CH3:1][O:2][c:3]1[cH:4][cH:5][c:6]([N:9]([C:10](=[O:11])[CH:12]2[CH2:13][CH2:14][S:15](=[O:24])[CH2:16][CH2:17]2)[CH2:18][C:19](=[O:20])[O:21][CH2:22][CH3:23])[cH:7][cH:8]1. Starting materials: C(C)(C)(C)OC(=O)N1CCC2(CN(CC(O2)(F)F)C(=O)C=2N=C(SC2)C(C)C)CC1 (tert-butyl-2,2-difluoro-4-(2-isopropylthiazole-4-carbonyl)-1-oxa-4,9-diazaspiro[5.5]undecane-9-carboxylate), FC(C(=O)O)(F)F (trifluoroacetic acid), C1(=CC=CC=C1)C (Toluene). Run in C(Cl)Cl (DCM). Run at time 30 minute. The product is FC(C(=O)O)(F)F.FC1(OC2(CN(C1)C(=O)C=1N=C(SC1)C(C)C)CCNCC2)F ((2,2-Difluoro-1-oxa-4,9-diazaspiro[5.5]undecan-4-yl)(2-isopropylthiazol-4-yl)methanone trifluoroacetate). RXN SMILES: C(OC([N:8]1[CH2:30][CH2:29][C:11]2([O:16][C:15]([F:18])([F:17])[CH2:14][N:13]([C:19]([C:21]3[N:22]=[C:23]([CH:26]([CH3:28])[CH3:27])[S:24][CH:25]=3)=[O:20])[CH2:12]2)[CH2:10][CH2:9]1)=O)(C)(C)C.[F:31][C:32]([F:37])([F:36])[C:33]([OH:35])=[O:34].C1(C)C=CC=CC=1>C(Cl)Cl>[F:31][C:32]([F:37])([F:36])[C:33]([OH:35])=[O:34].[F:18][C:15]1([F:17])[CH2:14][N:13]([C:19]([C:21]2[N:22]=[C:23]([CH:26]([CH3:28])[CH3:27])[S:24][CH:25]=2)=[O:20])[CH2:12][C:11]2([CH2:29][CH2:30][NH:8][CH2:9][CH2:10]2)[O:16]1 |f:4.5|. Reported procedure: A solution of tert-butyl-2,2-difluoro-4-(2-isopropylthiazole-4-carbonyl)-1-oxa-4,9-diazaspiro[5.5]undecane-9-carboxylate (example 44, step a) (0.78 g) in DCM (20 mL) was treated with trifluoroacetic acid (5 mL) and the reaction mixture allowed to stand at 20° C. for 30 minutes. Toluene (40 mL) was added and the solvents evaporated under reduced pressure. The residue was azeotroped twice with acetonitrile to afford the subtitled compound. Yield 0.8 g. Starting materials: NCC(=O)NO (2-Amino-N-hydroxy-acetamide), FCCCCOC1=CC=C(C=C1)S(=O)(=O)Cl (4-(4-fluorobutoxy)-benzenesulfonyl chloride), C(C)N(C(C)C)C(C)C (N-ethyldiisopropylamine). Solvent: ClCCl (dichloromethane), ClCCl (dichloromethane). Run at time 15 hour. The product is FCCCCOC1=CC=C(C=C1)S(=O)(=O)NCC(=O)NO (2-[4-(4-fluoro-butoxy)-benzenesulfonylamino]-N-hydroxy-acetamide). As a reaction SMILES: [NH2:1][CH2:2][C:3]([NH:5][OH:6])=[O:4].[F:7][CH2:8][CH2:9][CH2:10][CH2:11][O:12][C:13]1[CH:18]=[CH:17][C:16]([S:19](Cl)(=[O:21])=[O:20])=[CH:15][CH:14]=1.C(N(C(C)C)C(C)C)C>ClCCl>[F:7][CH2:8][CH2:9][CH2:10][CH2:11][O:12][C:13]1[CH:18]=[CH:17][C:16]([S:19]([NH:1][CH2:2][C:3]([NH:5][OH:6])=[O:4])(=[O:21])=[O:20])=[CH:15][CH:14]=1. Procedure details: To the resin from stage 58.1 (350 mg, ˜0.3 mmol) are added successively 4-(4-fluorobutoxy)-benzenesulfonyl chloride (306 mg, 1.15 mmol) in dry dichloromethane (4 ml), and N-ethyldiisopropylamine (0.24 ml, 1.40 mmol) in dry dichloromethane (4 ml). After stirring for 15 h at r.t. the suspension is filtered and the resin washed with dichloromethane (2×), DMF (2×), alternating with H2O and DMF (3×), alternating with THF and 2-propanol (3×), dichloromethane (3×). The resin is dried under reduced pres... The reactants are N1=CNC2=C1C=CC=C2 (benzimidazole), [H-].[Na+] (sodium hydride), BrCC1=CC=C(C(=O)OC)C=C1 (methyl 4-(bromomethyl)benzoate). Solvent: CCOC(=O)C (EtOAc), C1CCOC1.CN(C)C=O (THF DMF). Reaction conditions: time 10 minute. The product is N1(C=NC2=C1C=CC=C2)CC2=CC=C(C(=O)OC)C=C2 (methyl 4-[(1H-benzoimidazol-1-yl)methyl]benzoate). As a reaction SMILES: [N:1]1[C:5]2[CH:6]=[CH:7][CH:8]=[CH:9][C:4]=2[NH:3][CH:2]=1.[H-].[Na+].Br[CH2:13][C:14]1[CH:23]=[CH:22][C:17]([C:18]([O:20][CH3:21])=[O:19])=[CH:16][CH:15]=1>C1COCC1.CN(C=O)C.CCOC(C)=O>[N:1]1([CH2:13][C:14]2[CH:23]=[CH:22][C:17]([C:18]([O:20][CH3:21])=[O:19])=[CH:16][CH:15]=2)[C:5]2[CH:6]=[CH:7][CH:8]=[CH:9][C:4]=2[N:3]=[CH:2]1 |f:1.2,4.5|. Reported procedure: A solution of benzimidazole (5 mmol, 0.97 g) in THF/DMF (5:1, 20 mL) is treated with sodium hydride (0.5 g), stirred for 10 minutes at room temperature, treated with methyl 4-(bromomethyl)benzoate (1.4 g, 6 mmol) and stirred at room temperature overnight. The reaction mixture is diluted with EtOAc, washed with saturated NaHCO3, dried over MgSO4 and concentrated in vacuo to give methyl 4-[(1H-benzoimidazol-1-yl)methyl]benzoate as a solid residue. The residue is dissolved in MeOH/water (2:1), trea... Starting materials: O=C([O-])[O-], CCCCc1nc(C)[nH]c(=O)c1Cc1ccc(-c2ccccc2C#N)cc1, CN(C)C=O, CCOC(C)=O, Cc1noc(C)c1CCl, [K+], [K+]. Yields the product CCCCc1nc(C)n(Cc2c(C)noc2C)c(=O)c1Cc1ccc(-c2ccccc2C#N)cc1. RXN SMILES: [C:28](=[O:29])([O-:30])[O-:31].[CH2:1]([CH2:2][CH2:3][CH3:4])[c:5]1[n:6][c:7]([CH3:27])[nH:8][c:9](=[O:26])[c:10]1[CH2:11][c:12]1[cH:13][cH:14][c:15](-[c:18]2[c:19]([C:24]#[N:25])[cH:20][cH:21][cH:22][cH:23]2)[cH:16][cH:17]1.[CH3:43][N:44]([CH3:45])[CH:46]=[O:47].[CH3:48][CH2:49][O:50][C:51](=[O:52])[CH3:53].[Cl:34][CH2:35][c:36]1[c:37]([CH3:42])[n:38][o:39][c:40]1[CH3:41].[K+:32].[K+:33]>>[CH2:1]([CH2:2][CH2:3][CH3:4])[c:5]1[n:6][c:7]([CH3:27])[n:8]([CH2:35][c:36]2[c:37]([CH3:42])[n:38][o:39][c:40]2[CH3:41])[c:9](=[O:26])[c:10]1[CH2:11][c:12]1[cH:13][cH:14][c:15](-[c:18]2[c:19]([C:24]#[N:25])[cH:20][cH:21][cH:22][cH:23]2)[cH:16][cH:17]1. The reactants are C(CCC)[Li] (n-butyl lithium), C(CCC)C1=NC=2CCCCC2C=C1 (2-n-butyl-5,6,7,8-tetrahydroquinoline). The product is C(CCC)C1=NC=2C(CCCC2C=C1)[Li] (2-n-butyl-8-lithio-5,6,7,8-tetrahydroquinoline). Reaction SMILES: C([Li:5])CCC.[CH2:6]([C:10]1[CH:19]=[CH:18][C:17]2[CH2:16][CH2:15][CH2:14][CH2:13][C:12]=2[N:11]=1)[CH2:7][CH2:8][CH3:9]>>[CH2:6]([C:10]1[CH:19]=[CH:18][C:17]2[CH2:16][CH2:15][CH2:14][CH:13]([Li:5])[C:12]=2[N:11]=1)[CH2:7][CH2:8][CH3:9]. Reported procedure: By the method described in Example 7 using n-butyl lithium solution (9% w/v, 13.5 g, 0.03 mol) and 2-n-butyl-5,6,7,8-tetrahydroquinoline (6 g., 0.03 mol) the title compound is prepared and converted in situ to methyl 2-n-butyl-5,6,7,8-tetrahydroquinoline-8-carboxylate and then to the corresponding 8-thioamide by the procedure described in U.S. Ser. No. 460,265. The reactants are C([O-])([O-])=O.[Cs+].[Cs+] (cesium carbonate), OC1=CC=2C3=C(NC2C=C1)C(CC3)CC(=O)OCC (Ethyl 2-(7-hydroxy-1,2,3,4-tetrahydrocyclopenta[b]indol-3-yl)acetate), ClCC=1C=CC(=C(C#N)C1)OC(C)C (5-(chloromethyl)-2-isopropoxybenzonitrile). Solvent: CN(C)C=O (DMF). Conditions: time 10 minute. The product is C(#N)C=1C=C(COC2=CC=3C4=C(NC3C=C2)C(CC4)CC(=O)OCC)C=CC1OC(C)C (Ethyl 2-(7-(3-Cyano-4-isopropoxybenzyloxy)-1,2,3,4-tetrahydrocyclopenta[b]indol-3-yl)acetate). The yield is 64.0%. As a reaction SMILES: [OH:1][C:2]1[CH:10]=[CH:9][C:8]2[NH:7][C:6]3[CH:11]([CH2:14][C:15]([O:17][CH2:18][CH3:19])=[O:16])[CH2:12][CH2:13][C:5]=3[C:4]=2[CH:3]=1.C(=O)([O-])[O-].[Cs+].[Cs+].Cl[CH2:27][C:28]1[CH:29]=[CH:30][C:31]([O:36][CH:37]([CH3:39])[CH3:38])=[C:32]([CH:35]=1)[C:33]#[N:34]>CN(C=O)C>[C:33]([C:32]1[CH:35]=[C:28]([CH:29]=[CH:30][C:31]=1[O:36][CH:37]([CH3:39])[CH3:38])[CH2:27][O:1][C:2]1[CH:10]=[CH:9][C:8]2[NH:7][C:6]3[CH:11]([CH2:14][C:15]([O:17][CH2:18][CH3:19])=[O:16])[CH2:12][CH2:13][C:5]=3[C:4]=2[CH:3]=1)#[N:34] |f:1.2.3|. Procedure: Ethyl 2-(7-hydroxy-1,2,3,4-tetrahydrocyclopenta[b]indol-3-yl)acetate (1.237 g, 4.77 mmol) was dissolved in DMF (12 mL) and cesium carbonate (1.554 g, 4.77 mmol) was added. The reaction mixture was stirred at room temperature for 10 min and 5-(chloromethyl)-2-isopropoxybenzonitrile (1.0 g, 4.77 mmol) was added. The reaction mixture was stirred at 40° C. for 2 h before it was cooled to room temperature. The heterogenous mixture was filtered through Celite® and the filtrate was concentrated under r... The reactants are OC1=CC=C(C=C1)N1C(CC(C1)COC1=CC=C(C(=O)OC)C=C1)=O (methyl 4-[1-(4-hydroxyphenyl)-2-pyrrolidon-4-yl]methoxybenzoate), C(C)(C)(C)O (tert-Butanol), C1(CCCCC1)N=C=NC1CCCCC1 (dicyclohexylcarbodiimide), cuprous chloride. The solvent is C(Cl)Cl (methylene chloride), C(Cl)Cl (methylene chloride). Run at time 4 day. Product: C(C)(C)(C)OC1=CC=C(C=C1)N1C(CC(C1)COC1=CC=C(C(=O)OC)C=C1)=O (Methyl 4-[1-(4-tert-butoxyphenyl)-2-pyrrolidon-4-yl]methoxybenzoate). Yield: 52.5%. Reaction SMILES: [C:1]([OH:5])([CH3:4])([CH3:3])[CH3:2].C1(N=C=NC2CCCCC2)CCCCC1.O[C:22]1[CH:27]=[CH:26][C:25]([N:28]2[CH2:32][CH:31]([CH2:33][O:34][C:35]3[CH:44]=[CH:43][C:38]([C:39]([O:41][CH3:42])=[O:40])=[CH:37][CH:36]=3)[CH2:30][C:29]2=[O:45])=[CH:24][CH:23]=1>C(Cl)Cl>[C:1]([O:5][C:22]1[CH:23]=[CH:24][C:25]([N:28]2[CH2:32][CH:31]([CH2:33][O:34][C:35]3[CH:36]=[CH:37][C:38]([C:39]([O:41][CH3:42])=[O:40])=[CH:43][CH:44]=3)[CH2:30][C:29]2=[O:45])=[CH:26][CH:27]=1)([CH3:4])([CH3:3])[CH3:2]. Procedure: tert-Butanol (1.58 g), dicyclohexylcarbodiimide (4.04 g) and cuprous chloride (35 mg) are suspended in methylene chloride (5 ml) and the mixture is stirred at room temperature under shading for 4 days. Thereto is added a suspension of methyl 4-[1-(4-hydroxyphenyl)-2-pyrrolidon-4-yl]methoxybenzoate (1.52 g) in methylene chloride (30 ml) and the mixture is further stirred for 14 hours. The reaction mixture is concentrated under reduced pressure and thereto is added chloroform. The insoluble materi...